This data is from the Open Reaction Database (ORD), a public repository of structured organic reaction records. The task is: describe an organic reaction: reactants, conditions, products, and yield Reactants: C(C=CC1=CC=CC=C1)O (cinnamyl alcohol), ice water, [OH-].[Na+] (sodium hydroxide), C(Br)C1CO1 (epibromohydrin). Reagents/catalysts: S(=O)(=O)(O)[O-].C(CCC)[N+](CCCC)(CCCC)CCCC (tetrabutylammoniumhydrogen sulfate). The solvent is ice. Conditions: time 20 minute. Yields the product C(C1CO1)OCC=CC1=CC=CC=C1 (Cinnamyl Glycidyl Ether). Isolated yield 96.5%. As a reaction SMILES: [OH-].[Na+].[CH2:3]([CH:5]1[O:7][CH2:6]1)Br.[CH2:8]([OH:17])[CH:9]=[CH:10][C:11]1[CH:16]=[CH:15][CH:14]=[CH:13][CH:12]=1>S([O-])(O)(=O)=O.C([N+](CCCC)(CCCC)CCCC)CCC>[CH2:3]([O:17][CH2:8][CH:9]=[CH:10][C:11]1[CH:16]=[CH:15][CH:14]=[CH:13][CH:12]=1)[CH:5]1[O:7][CH2:6]1 |f:0.1,4.5|. Procedure details: To a four-neck 1000 ml round bottom flask, equipped with a mechanical stirrer, thermometer, and condenser, were added 50% w/w aqueous sodium hydroxide (“NaOH”) (250 ml), epibromohydrin (56 g, 400 mmol), and tetrabutylammoniumhydrogen sulfate (“TBAHS”) (5.2 g, 14.9 mmol). The mixture was stirred at room temperature for a period of time of about 20 minutes. To the mixture was added cinnamyl alcohol (50 g, 365 mmol), drop-wise over a period of time of about 60 minutes. The reaction was conducted at...